From a dataset of the Open Reaction Database (ORD), a public repository of structured organic reaction records. describe an organic reaction: reactants, conditions, products, and yield The reactants are BrBr (bromine), ClC1=CC=C(C=C1)C(CC)=O (4'-chloropropiophenone), [Cl-].[Al+3].[Cl-].[Cl-] (aluminium chloride). The solvent is C(Cl)(Cl)Cl (chloroform), C(Cl)(Cl)Cl (chloroform). Conditions: time 8 hour. Product: BrC(C(=O)C1=CC=C(C=C1)Cl)C (2-Bromo-4'-chloropropiophenone). RXN SMILES: [Br:1]Br.[Cl:3][C:4]1[CH:9]=[CH:8][C:7]([C:10](=[O:13])[CH2:11][CH3:12])=[CH:6][CH:5]=1.[Cl-].[Al+3].[Cl-].[Cl-]>C(Cl)(Cl)Cl>[Br:1][CH:11]([CH3:12])[C:10]([C:7]1[CH:6]=[CH:5][C:4]([Cl:3])=[CH:9][CH:8]=1)=[O:13] |f:2.3.4.5|. Reported procedure: A solution of 15.9 g (0.1 mol) of bromine in 20 ml of chloroform is added dropwise to a solution of 16.8 g (0.1 mol) of 4'-chloropropiophenone in 100 ml of chloroform, in the presence of a small amount of aluminium chloride, and the mixture is stirred overnight. After filtration and evaporation of the filtrate, the crystalline residue is washed with petroleum ether. When dry, it melts at 75° C. As a reaction SMILES: [CH2:1]([CH3:2])[O:3][C:4]([CH2:5][CH2:6][CH2:7][S:8][C:9]([NH:10][CH2:11][CH2:12][CH2:13][c:14]1[cH:15][cH:16][c:17]([Cl:20])[cH:18][cH:19]1)=[S:21])=[O:22].[CH3:24][C:25](=[O:26])[OH:27].[ClH:23]>>[O:3]=[C:4]([CH2:5][CH2:6][CH2:7][S:8][C:9]([NH:10][CH2:11][CH2:12][CH2:13][c:14]1[cH:15][cH:16][c:17]([Cl:20])[cH:18][cH:19]1)=[S:21])[OH:22]. The product is O=C(O)CCCSC(=S)NCCCc1ccc(Cl)cc1. Starting materials: CCOC(=O)CCCSC(=S)NCCCc1ccc(Cl)cc1, CC(=O)O, Cl.